From a dataset of the Open Reaction Database (ORD), a public repository of structured organic reaction records. describe an organic reaction: reactants, conditions, products, and yield Reactants: CS(C)=O, ClCCl, Cc1cc(Nc2nc(C(O)c3ccc(F)cc3)nc3cc(O)ccc23)n[nH]1. Yields the product Cc1cc(Nc2nc(C(=O)c3ccc(F)cc3)nc3cc(O)ccc23)n[nH]1. Reaction SMILES: [CH3:28][S:29]([CH3:30])=[O:31].[Cl:32][CH2:33][Cl:34].[F:1][c:2]1[cH:3][cH:4][c:5]([CH:8]([c:9]2[n:10][c:11]3[cH:12][c:13]([OH:26])[cH:14][cH:15][c:16]3[c:17]([NH:19][c:20]3[n:21][nH:22][c:23]([CH3:25])[cH:24]3)[n:18]2)[OH:27])[cH:6][cH:7]1>>[F:1][c:2]1[cH:3][cH:4][c:5]([C:8]([c:9]2[n:10][c:11]3[cH:12][c:13]([OH:26])[cH:14][cH:15][c:16]3[c:17]([NH:19][c:20]3[n:21][nH:22][c:23]([CH3:25])[cH:24]3)[n:18]2)=[O:27])[cH:6][cH:7]1. Starting materials: COC(CCCCCOC=1C(=CC2=C(N(C(=N2)C2=CC=CC=C2)C2=CC=C(C=C2)OC)C1)N)=O (6-[(5-Amino-1-(4-methoxyphenyl)-2-phenyl-1H-benzimidazol-6-yl)oxy]hexanoic acid methyl ester), FC(C1=CC=C(C=C1)S(=O)(=O)Cl)(F)F (4-(trifluoromethyl)benzenesulfonic acid chloride). The product is COC(CCCCCOC=1C(=CC2=C(N(C(=N2)C2=CC=CC=C2)C2=CC=C(C=C2)OC)C1)NS(=O)(=O)C1=CC=C(C=C1)C(F)(F)F)=O (6-[[5-[[(4-(Trifluoromethyl)phenyl)sulfonyl]amino]-1-(4-methoxyphenyl)-2-phenyl-1H-benzimidazol-6-yl]oxy]hexanoic acid methyl ester). Reaction SMILES: [CH3:1][O:2][C:3](=[O:34])[CH2:4][CH2:5][CH2:6][CH2:7][CH2:8][O:9][C:10]1[C:11]([NH2:33])=[CH:12][C:13]2[N:17]=[C:16]([C:18]3[CH:23]=[CH:22][CH:21]=[CH:20][CH:19]=3)[N:15]([C:24]3[CH:29]=[CH:28][C:27]([O:30][CH3:31])=[CH:26][CH:25]=3)[C:14]=2[CH:32]=1.[F:35][C:36]([F:48])([F:47])[C:37]1[CH:42]=[CH:41][C:40]([S:43](Cl)(=[O:45])=[O:44])=[CH:39][CH:38]=1>>[CH3:1][O:2][C:3](=[O:34])[CH2:4][CH2:5][CH2:6][CH2:7][CH2:8][O:9][C:10]1[C:11]([NH:33][S:43]([C:40]2[CH:39]=[CH:38][C:37]([C:36]([F:35])([F:47])[F:48])=[CH:42][CH:41]=2)(=[O:45])=[O:44])=[CH:12][C:13]2[N:17]=[C:16]([C:18]3[CH:23]=[CH:22][CH:21]=[CH:20][CH:19]=3)[N:15]([C:24]3[CH:29]=[CH:28][C:27]([O:30][CH3:31])=[CH:26][CH:25]=3)[C:14]=2[CH:32]=1. Procedure: 6-[(5-Amino-1-(4-methoxyphenyl)-2-phenyl-1H-benzimidazol-6-yl)oxy]hexanoic acid methyl ester was reacted with 4-(trifluoromethyl)benzenesulfonic acid chloride according to general operating instructions 13. Starting materials: NC1CCN(CC1)CCN1C(C=CC2=CC=CN=C12)=O (1-(2-(4-aminopiperidin-1-yl)ethyl)-1,8-naphthyridin-2(1H)-one), O=C1COC2=C(N1)C=C(C=C2)C=O (3-oxo-3,4-dihydro-2H-1,4-benzoxazine-6-carbaldehyde), C(C)(=O)O[BH-](OC(C)=O)OC(C)=O.[Na+] (sodium triacetoxyborohydride), C(O)([O-])=O.[Na+] (sodium hydrogen carbonate), [Cl-].[Na+] (sodium chloride). Run in ClCCl (dichloromethane), C(C)(=O)O (acetic acid), C(Cl)(Cl)Cl (chloroform), O (water). Run at time 1.5 day. Yields the product Cl.O=C1N(C2=NC=CC=C2C=C1)CCN1CCC(CC1)NCC=1C=CC2=C(NC(CO2)=O)C1 (6-(((1-(2-(2-oxo-1,8-naphthyridin-1(2H)-yl)ethyl)piperidin-4-yl)amino)methyl)-2H-1,4-benzoxazin-3(4H)-one hydrochloride). Reaction SMILES: [NH2:1][CH:2]1[CH2:7][CH2:6][N:5]([CH2:8][CH2:9][N:10]2[C:19]3[C:14](=[CH:15][CH:16]=[CH:17][N:18]=3)[CH:13]=[CH:12][C:11]2=[O:20])[CH2:4][CH2:3]1.[O:21]=[C:22]1[NH:27][C:26]2[CH:28]=[C:29]([CH:32]=O)[CH:30]=[CH:31][C:25]=2[O:24][CH2:23]1.C(O[BH-](OC(=O)C)OC(=O)C)(=O)C.[Na+].C(=O)([O-])O.[Na+].[Cl-:53].[Na+]>ClCCl.C(Cl)(Cl)Cl.O.C(O)(=O)C>[ClH:53].[O:20]=[C:11]1[CH:12]=[CH:13][C:14]2[C:19](=[N:18][CH:17]=[CH:16][CH:15]=2)[N:10]1[CH2:9][CH2:8][N:5]1[CH2:6][CH2:7][CH:2]([NH:1][CH2:32][C:29]2[CH:30]=[CH:31][C:25]3[O:24][CH2:23][C:22](=[O:21])[NH:27][C:26]=3[CH:28]=2)[CH2:3][CH2:4]1 |f:2.3,4.5,6.7,12.13|. Procedure: To a solution of 83 mg of 1-(2-(4-aminopiperidin-1-yl)ethyl)-1,8-naphthyridin-2(1H)-one in 15 mL of dichloromethane, 54 mg of 3-oxo-3,4-dihydro-2H-1,4-benzoxazine-6-carbaldehyde, 86 μL of acetic acid and 0.36 g of sodium triacetoxyborohydride were dividedly added while reacting at room temperature for 1.5 days. To the reaction solution, water, a saturated aqueous sodium hydrogen carbonate solution, chloroform and sodium chloride were added, the organic layer was separated, and the aqueous layer ... The reactants are nitrile, C12(C=C(C3=CC=CC=C13)CC#N)CCCC2 (spiro(cyclopentane-1,1'-indene)-3'-ylacetonitrile), C(#N)CC(=O)O (cyanoacetic acid), C12(CC(C3=CC=CC=C13)=O)CCCC2 (spiro(cyclopentane-1,1'-indan)-3'-one), N1CCCCC1 (piperidine), ketone. Solvent: O (water), C1=CC=CC=C1 (benzene), CCCCCC (hexane). The product is C12(CC(C3=CC=CC=C13)=CC#N)CCCC2 (Spiro(cyclopentane-1,1'-indan)-3'-ylideneacetonitrile). As a reaction SMILES: C(CC(O)=O)#N.C12(CCCC1)C1C(=CC=CC=1)C(=O)C2.N1CCCCC1.[C:27]12([CH2:42][CH2:41][CH2:40][CH2:39]1)[C:35]1[C:30](=[CH:31][CH:32]=[CH:33][CH:34]=1)[C:29]([CH2:36][C:37]#[N:38])=[CH:28]2>CCCCCC.O.C1C=CC=CC=1>[C:27]12([CH2:42][CH2:41][CH2:40][CH2:39]1)[C:35]1[C:30](=[CH:31][CH:32]=[CH:33][CH:34]=1)[C:29](=[CH:36][C:37]#[N:38])[CH2:28]2. Reported procedure: To a mixture of cyanoacetic acid (85 g; 1.0 moles) and spiro(cyclopentane-1,1'-indan)-3'-one (186 g; 1.0 moles) there is added piperidine (85.2 g; 1.0 moles) dropwise under agitation and cooling at such a rate that the temperature does not exceed 40°-60° C. After addition of benzene (300 ml) the mixture is refluxed for 24 hours with continuous separation of the water formed. Benzene and piperidine are distilled off under reduced pressure and the oil obtained is distilled in vacuum. At 130°-140° ... Reactants: BrC1=CN=C2C(=N1)N(C(=N2)O)C(CC)CC (6-bromo-1-(pentan-3-yl)-1H-imidazo[4,5-b]pyrazin-2-ol), C(=C/C)/B(O)O ((Z)-prop-1-enyl boronic acid), (DPPF)PdCl2. Yields the product CCC(CC)N1C(=NC=2C1=NC(=CN2)\C=C/C)O ((Z)-1-(pentan-3-yl)-6-(prop-1-enyl)-1H-imidazo[4,5-b]pyrazin-2-ol). RXN SMILES: Br[C:2]1[N:7]=[C:6]2[N:8]([CH:12]([CH2:15][CH3:16])[CH2:13][CH3:14])[C:9]([OH:11])=[N:10][C:5]2=[N:4][CH:3]=1.[CH:17](/B(O)O)=[CH:18]/[CH3:19]>>[CH3:14][CH2:13][CH:12]([N:8]1[C:6]2=[N:7][C:2](/[CH:17]=[CH:18]\[CH3:19])=[CH:3][N:4]=[C:5]2[N:10]=[C:9]1[OH:11])[CH2:15][CH3:16]. Procedure: The title compound was prepared by reacting 6-bromo-1-(pentan-3-yl)-1H-imidazo[4,5-b]pyrazin-2-ol (1.0 equiv), (Z)-prop-1-enyl boronic acid (1.5 equiv) and (DPPF)PdCl2 (0.15 equiv) in a manner analagous to Example 1(d). LCMS m/z (APCI)=247.0 (M+H).